This data is from the Open Reaction Database (ORD), a public repository of structured organic reaction records. The task is: describe an organic reaction: reactants, conditions, products, and yield Reactants: ( s ), C(C=C)O (allyl alcohol), C(C)OC(CC(CC)=O)=O (ethyl-3-oxopentanoate). Product: C(C)OC(C[C@@H](CC)O)=O (ethyl-3(R)-hydroxy-pentanoate). The yield is 100.0%. RXN SMILES: [CH2:1]([O:3][C:4](=[O:10])[CH2:5][C:6](=[O:9])[CH2:7][CH3:8])[CH3:2].C(O)C=C>>[CH2:1]([O:3][C:4](=[O:10])[CH2:5][C@H:6]([OH:9])[CH2:7][CH3:8])[CH3:2]. Reported procedure: Another method to increase the stereoselectivity is using inhibitors to block the enzyme(s) affording the unwanted isomer. A. C. Dahl et al. (1999), Tetrahedron: Asymmetry 10, 551–559, reported the reduction of ethyl-3-oxopentanoate with non heat-treated Baker's yeast and allyl alcohol to ethyl-3(R)-hydroxy-pentanoate (100% yield and 92–93 % ee). When heat-treated Baker's yeast (48° C. for 60 min) was used in combination with allyl alcohol the product was obtained in 80–95% yield and the ee was ... The reactants are CSC1=CC=C(C=C1)N1OC(N(C1=O)C(F)(F)F)=O (2-(4'-methylthiophenyl)-4-trifluoromethyl-1,2,4-oxadiazolidine-3,5-dione), OO (Hydrogen peroxide). Run in CC(=O)C (acetone). Reaction conditions: time 72 hour. Product: CS(=O)C1=CC=C(C=C1)N1OC(N(C1=O)C(F)(F)F)=O (2-(4'-methylsulfinylphenyl)-4-trifluoromethyl-1,2,4-oxadiazolidine-3,5-dione). As a reaction SMILES: [CH3:1][S:2][C:3]1[CH:8]=[CH:7][C:6]([N:9]2[C:13](=[O:14])[N:12]([C:15]([F:18])([F:17])[F:16])[C:11](=[O:19])[O:10]2)=[CH:5][CH:4]=1.[OH:20]O>CC(C)=O>[CH3:1][S:2]([C:3]1[CH:8]=[CH:7][C:6]([N:9]2[C:13](=[O:14])[N:12]([C:15]([F:18])([F:17])[F:16])[C:11](=[O:19])[O:10]2)=[CH:5][CH:4]=1)=[O:20]. Procedure details: A solution of 2-(4'-methylthiophenyl)-4-trifluoromethyl-1,2,4-oxadiazolidine-3,5-dione (29.2 grams; 0.10 mol) in acetone (200 ml) is charged into a glass reaction vessel equipped with a mechanical stirrer. Hydrogen peroxide (16 grams; 0.14 mol) is then slowly added, with stirring, at room temperature. Stirring is continued for a period of about 72 hours after the addition is completed. After this time the solvent is removed from the reaction mixture by evaporation resulting in a solid product. T... Reactants: CC(C)(C)OC(=O)N1CCNCC1Cc1ccccc1, CCOC(C)=O, CCN(C(C)C)C(C)C, Clc1cncc(Cl)n1, FC(F)(F)c1ccccc1, C1COCCO1. Product: CC(C)(C)OC(=O)N1CCN(c2cncc(Cl)n2)CC1Cc1ccccc1. RXN SMILES: [C:9](=[O:10])([O:11][C:12]([CH3:13])([CH3:14])[CH3:15])[N:16]1[CH:17]([CH2:22][c:23]2[cH:24][cH:25][cH:26][cH:27][cH:28]2)[CH2:18][NH:19][CH2:20][CH2:21]1.[CH3:38][CH2:39][O:40][C:41](=[O:42])[CH3:43].[CH:29]([N:30]([CH:31]([CH3:32])[CH3:33])[CH2:34][CH3:35])([CH3:36])[CH3:37].[Cl:1][c:2]1[n:3][c:4]([Cl:8])[cH:5][n:6][cH:7]1.[F:50][C:51]([c:52]1[cH:53][cH:54][cH:55][cH:56][cH:57]1)([F:58])[F:59].[O:44]1[CH2:45][CH2:46][O:47][CH2:48][CH2:49]1>>[c:2]1([N:19]2[CH2:18][CH:17]([CH2:22][c:23]3[cH:24][cH:25][cH:26][cH:27][cH:28]3)[N:16]([C:9](=[O:10])[O:11][C:12]([CH3:13])([CH3:14])[CH3:15])[CH2:21][CH2:20]2)[n:3][c:4]([Cl:8])[cH:5][n:6][cH:7]1. The reactants are NC1=CC2=C(C3=CC=CC=C3N=C2C=C1)N (2,9-diaminoacridine), C(C)(=O)OC(C)=O (acetic anhydride). Run in C(C)(=O)O (acetic acid). Product: C(C)(=O)NC1=CC2=C(C3=CC=CC=C3N=C2C=C1)N (2-Acetamidyl-9-aminoacridine). As a reaction SMILES: [NH2:1][C:2]1[CH:15]=[CH:14][C:13]2[C:4](=[C:5]([NH2:16])[C:6]3[C:11]([N:12]=2)=[CH:10][CH:9]=[CH:8][CH:7]=3)[CH:3]=1.[C:17](OC(=O)C)(=[O:19])[CH3:18]>C(O)(=O)C>[C:17]([NH:1][C:2]1[CH:15]=[CH:14][C:13]2[C:4](=[C:5]([NH2:16])[C:6]3[C:11]([N:12]=2)=[CH:10][CH:9]=[CH:8][CH:7]=3)[CH:3]=1)(=[O:19])[CH3:18]. Procedure: To a 5 mL rbf equipped with condenser and a nitrogen bubbler were charged 2,9-diaminoacridine (100 mg, 0.48 mmol) and acetic acid (300 μL). To the resulting solution was added acetic anhydride (47 μL, 0.50 mmol). The reaction mixture was heated to reflux for 10 min under a nitrogen atmosphere. LCMS showed only formation of expected product and some traces of starting material. The reaction mixture was concentrated to dryness. NMR showed desired product, alkanes impurities coming from starting ma... The reactants are CC(CC(CO)NC(=O)OC(C)(C)C)C(F)(F)F, CCOC(C)=O, O=[Cr](=O)([O-])O[Cr](=O)(=O)[O-], CN(C)C=O, O, c1cc[nH+]cc1, c1cc[nH+]cc1. The product is CC(CC(NC(=O)OC(C)(C)C)C(=O)O)C(F)(F)F. RXN SMILES: [C:1](=[O:2])([O:3][C:4]([CH3:5])([CH3:6])[CH3:7])[NH:8][CH:9]([CH2:10][CH:11]([CH3:12])[C:13]([F:14])([F:15])[F:16])[CH2:17][OH:18].[CH3:45][CH2:46][O:47][C:48](=[O:49])[CH3:50].[Cr:19](=[O:20])([O:21][Cr:22]([O-:23])(=[O:24])=[O:25])([O-:26])=[O:27].[O:40]=[CH:41][N:42]([CH3:43])[CH3:44].[OH2:51].[nH+:28]1[cH:29][cH:30][cH:31][cH:32][cH:33]1.[nH+:34]1[cH:35][cH:36][cH:37][cH:38][cH:39]1>>[C:1](=[O:2])([O:3][C:4]([CH3:5])([CH3:6])[CH3:7])[NH:8][CH:9]([CH2:10][CH:11]([CH3:12])[C:13]([F:14])([F:15])[F:16])[C:17](=[O:18])[OH:20]. Starting materials: BrC=1C=C(C=NC1OCC1CCOCC1)S(=O)(=O)N (5-bromo-6-((tetrahydro-2H-pyran-4-yl)methoxy)pyridine-3-sulfonamide), C(CCC)[Sn](C=1SC=CN1)(CCCC)CCCC (2-(tributylstannyl)thiazole). Reagents/catalysts: C1=CC=C(C=C1)P(C2=CC=CC=C2)C3=CC=CC=C3.C1=CC=C(C=C1)P(C2=CC=CC=C2)C3=CC=CC=C3.C1=CC=C(C=C1)P(C2=CC=CC=C2)C3=CC=CC=C3.C1=CC=C(C=C1)P(C2=CC=CC=C2)C3=CC=CC=C3.[Pd] (tetrakis(triphenylphosphine)palladium(O)). The solvent is O1CCOCC1 (dioxane). The product is O1CCC(CC1)COC1=C(C=C(C=N1)S(=O)(=O)N)C=1SC=CN1 (6-((tetrahydro-2H-pyran-4-yl)methoxy)-5-(thiazol-2-yl)pyridine-3-sulfonamide). RXN SMILES: Br[C:2]1[CH:3]=[C:4]([S:16]([NH2:19])(=[O:18])=[O:17])[CH:5]=[N:6][C:7]=1[O:8][CH2:9][CH:10]1[CH2:15][CH2:14][O:13][CH2:12][CH2:11]1.C([Sn](CCCC)(CCCC)[C:25]1[S:26][CH:27]=[CH:28][N:29]=1)CCC>O1CCOCC1.C1C=CC(P(C2C=CC=CC=2)C2C=CC=CC=2)=CC=1.C1C=CC(P(C2C=CC=CC=2)C2C=CC=CC=2)=CC=1.C1C=CC(P(C2C=CC=CC=2)C2C=CC=CC=2)=CC=1.C1C=CC(P(C2C=CC=CC=2)C2C=CC=CC=2)=CC=1.[Pd]>[O:13]1[CH2:14][CH2:15][CH:10]([CH2:9][O:8][C:7]2[N:6]=[CH:5][C:4]([S:16]([NH2:19])(=[O:18])=[O:17])=[CH:3][C:2]=2[C:25]2[S:26][CH:27]=[CH:28][N:29]=2)[CH2:11][CH2:12]1 |f:3.4.5.6.7|. Procedure details: A mixture of EXAMPLE 329B (0.070 g), 2-(tributylstannyl)thiazole (0.090 g), and tetrakis(triphenylphosphine)palladium(O) (0.069 g) in dioxane (2 mL) was heated at 90° C. for 4 hours. After cooling, the mixture was loaded onto a silica gel column and eluting with 1:3 ethyl acetate:hexanes to give the title compound.